Dataset: the Open Reaction Database (ORD), a public repository of structured organic reaction records. Task: describe an organic reaction: reactants, conditions, products, and yield Starting materials: CO, [H][H], CC(C)C(NC(=O)c1ccc(C(=O)NCc2ccc([N+](=O)[O-])cc2)cc1)C(=O)N1CCCC1C(=O)NC(C(=O)C(F)(F)F)C(C)C. Product: CC(C)C(NC(=O)c1ccc(C(=O)NCc2ccc(N)cc2)cc1)C(=O)N1CCCC1C(=O)NC(C(=O)C(F)(F)F)C(C)C. RXN SMILES: [CH3:49][OH:50].[H:47][H:48].[N+:1]([O-:2])(=[O:3])[c:4]1[cH:5][cH:6][c:7]([CH2:8][NH:9][C:10](=[O:11])[c:12]2[cH:13][cH:14][c:15]([C:18](=[O:19])[NH:20][CH:21]([CH:22]([CH3:23])[CH3:24])[C:25](=[O:26])[N:27]3[CH:28]([C:29](=[O:30])[NH:31][CH:32]([C:33]([C:34]([F:35])([F:36])[F:37])=[O:38])[CH:39]([CH3:40])[CH3:41])[CH2:42][CH2:43][CH2:44]3)[cH:16][cH:17]2)[cH:45][cH:46]1>>[NH2:1][c:4]1[cH:5][cH:6][c:7]([CH2:8][NH:9][C:10](=[O:11])[c:12]2[cH:13][cH:14][c:15]([C:18](=[O:19])[NH:20][CH:21]([CH:22]([CH3:23])[CH3:24])[C:25](=[O:26])[N:27]3[CH:28]([C:29](=[O:30])[NH:31][CH:32]([C:33]([C:34]([F:35])([F:36])[F:37])=[O:38])[CH:39]([CH3:40])[CH3:41])[CH2:42][CH2:43][CH2:44]3)[cH:16][cH:17]2)[cH:45][cH:46]1. Reactants: C(C)OC(=O)NC(CC1=CC=CC=C1)(C(=O)O)C (EtOCO-D,L-Phe(αMe)-OH), C=1C=CC2=C(C1)N=NN2O (HOBT), N1[C@H](C(=O)OCC2=CC=CC=C2)CCC1.Cl (Pro-OBzl·HCl), C(C)(C)N(C(C)C)CC (N,N-diisopropylethylamine), CN(CCCN=C=NCC)C.Cl (1-(3-dimethylaminopropyl)-3-ethylcarbodiimide·HCl). Solvent: CN(C=O)C (dimethylformamide). Conditions: time 16 hour. Yields the product C(C)OC(=O)NC(CC1=CC=CC=C1)(C(=O)N1[C@H](C(=O)OCC2=CC=CC=C2)CCC1)C (EtOCO-D,L-Phe(αMe)-Pro-OBzl). Isolated yield 75.1%. As a reaction SMILES: [CH2:1]([O:3][C:4]([NH:6][C:7]([CH3:18])([C:15]([OH:17])=O)[CH2:8][C:9]1[CH:14]=[CH:13][CH:12]=[CH:11][CH:10]=1)=[O:5])[CH3:2].C1C=CC2N(O)N=NC=2C=1.[NH:29]1[CH2:43][CH2:42][CH2:41][C@H:30]1[C:31]([O:33][CH2:34][C:35]1[CH:40]=[CH:39][CH:38]=[CH:37][CH:36]=1)=[O:32].Cl.C(N(CC)C(C)C)(C)C.CN(C)CCCN=C=NCC.Cl>CN(C)C=O>[CH2:1]([O:3][C:4]([NH:6][C:7]([CH3:18])([C:15]([N:29]1[CH2:43][CH2:42][CH2:41][C@H:30]1[C:31]([O:33][CH2:34][C:35]1[CH:36]=[CH:37][CH:38]=[CH:39][CH:40]=1)=[O:32])=[O:17])[CH2:8][C:9]1[CH:10]=[CH:11][CH:12]=[CH:13][CH:14]=1)=[O:5])[CH3:2] |f:2.3,5.6|. Procedure details: To a stirring solution of EtOCO-D,L-Phe(αMe)-OH (10.3 g, 41 mmol), HOBT (5.5 g, 41 mmol), Pro-OBzl·HCl (9.9 g, 41 mmol) and N,N-diisopropylethylamine (15.9 g, 123 mmol) in dimethylformamide (200 mL) at 0° C., was added 1-(3-dimethylaminopropyl)-3-ethylcarbodiimide·HCl (8.6 g, 45 mmol). After stirring for 16 h, the solvents were removed in vacuo and the residue was dissolved in ethyl acetate (500 mL). The organic phase was washed three times with 0.1N HCl, three times with saturated aqueous NaHCO... Starting materials: COC=1C=C(C2=CC(=CC=C2C1)C1=CC(=CC=C1)OC)C#N (3-Methoxy-7-(3-methoxyphenyl)-1-naphthonitrile), Cl.[NH+]1=CC=CC=C1 (pyridinium hydrochloride), Cl (HCl). Yields the product OC=1C=C(C2=CC(=CC=C2C1)C1=CC(=CC=C1)O)C#N (3-Hydroxy-7-(3-hydroxyphenyl)-1-naphthonitrile). The yield is 63.4%. Reaction SMILES: C[O:2][C:3]1[CH:4]=[C:5]([C:21]#[N:22])[C:6]2[C:11]([CH:12]=1)=[CH:10][CH:9]=[C:8]([C:13]1[CH:18]=[CH:17][CH:16]=[C:15]([O:19]C)[CH:14]=1)[CH:7]=2.Cl.[NH+]1C=CC=CC=1.Cl>>[OH:2][C:3]1[CH:4]=[C:5]([C:21]#[N:22])[C:6]2[C:11]([CH:12]=1)=[CH:10][CH:9]=[C:8]([C:13]1[CH:18]=[CH:17][CH:16]=[C:15]([OH:19])[CH:14]=1)[CH:7]=2 |f:1.2|. Procedure: 3-Methoxy-7-(3-methoxyphenyl)-1-naphthonitrile (100 mg, 0.35 mmol, 1 eq) and pyridinium hydrochloride (492 mg, 4.3 mmol, 12.2 eq) are boiled under reflux for 3 h. After cooling the reaction mixture, it is acidified with 1 N HCl, the resulting precipitate is filtered and dissolved in a small amount of ethyl acetate. The organic phase is washed with water, dried over magnesium sulfate, filtered and concentrated in vacuum on a rotary evaporator. The residue formed is the desired product (yield 64%,...